Dataset: the Open Reaction Database (ORD), a public repository of structured organic reaction records. Task: describe an organic reaction: reactants, conditions, products, and yield Reactants: FC(F)(F)CCBr, CN(C)C=O, N#CC(C#N)Cc1ccc(C(F)(F)F)cc1, [H-], [Na+]. Product: N#CC(C#N)(CCC(F)(F)F)Cc1ccc(C(F)(F)F)cc1. As a reaction SMILES: [Br:19][CH2:20][CH2:21][C:22]([F:23])([F:24])[F:25].[CH3:26][N:27]([CH3:28])[CH:29]=[O:30].[F:1][C:2]([c:3]1[cH:4][cH:5][c:6]([CH2:7][CH:8]([C:9]#[N:10])[C:11]#[N:12])[cH:13][cH:14]1)([F:15])[F:16].[H-:17].[Na+:18]>>[F:1][C:2]([c:3]1[cH:4][cH:5][c:6]([CH2:7][C:8]([C:9]#[N:10])([C:11]#[N:12])[CH2:20][CH2:21][C:22]([F:23])([F:24])[F:25])[cH:13][cH:14]1)([F:15])[F:16]. Starting materials: CC(=O)O[BH-](OC(C)=O)OC(C)=O, CC(=O)O, O=Cc1ccc(OCCCN2CCCCC2)cc1, [Na+], [Na+], C1CC2(CCN1)OCCO2, [OH-]. Yields the product c1cc(OCCCN2CCCCC2)ccc1CN1CCC2(CC1)OCCO2. As a reaction SMILES: [C:29]([O:30][BH-:31]([O:32][C:33](=[O:34])[CH3:35])[O:36][C:37](=[O:38])[CH3:39])(=[O:40])[CH3:41].[CH3:45][C:46](=[O:47])[OH:48].[N:1]1([CH2:7][CH2:8][CH2:9][O:10][c:11]2[cH:12][cH:13][c:14]([CH:15]=[O:16])[cH:17][cH:18]2)[CH2:2][CH2:3][CH2:4][CH2:5][CH2:6]1.[Na+:42].[Na+:44].[O:19]1[CH2:20][CH2:21][O:22][C:23]12[CH2:24][CH2:25][NH:26][CH2:27][CH2:28]2.[OH-:43]>>[N:1]1([CH2:7][CH2:8][CH2:9][O:10][c:11]2[cH:12][cH:13][c:14]([CH2:15][N:26]3[CH2:25][CH2:24][C:23]4([O:19][CH2:20][CH2:21][O:22]4)[CH2:28][CH2:27]3)[cH:17][cH:18]2)[CH2:2][CH2:3][CH2:4][CH2:5][CH2:6]1.